Dataset: the Open Reaction Database (ORD), a public repository of structured organic reaction records. Task: describe an organic reaction: reactants, conditions, products, and yield The reactants are CC(CC)S(=O)(=O)N (2-butanesulfonamide), Cl (HCl), C[O-].[Na+] (sodium methoxide), FC1=CC=C(C=C1)N=C=O (4-fluorophenyl isocyanate). The solvent is CO (methanol). The product is FC1=CC=C(C=C1)NC(=O)NS(=O)(=O)C(C)CC (N-(4-fluorophenyl)-N'-2-butanesulfonylurea). Reaction SMILES: [CH3:1][CH:2]([S:5]([NH2:8])(=[O:7])=[O:6])[CH2:3][CH3:4].C[O-].[Na+].[F:12][C:13]1[CH:18]=[CH:17][C:16]([N:19]=[C:20]=[O:21])=[CH:15][CH:14]=1.Cl>CO>[F:12][C:13]1[CH:18]=[CH:17][C:16]([NH:19][C:20]([NH:8][S:5]([CH:2]([CH2:3][CH3:4])[CH3:1])(=[O:7])=[O:6])=[O:21])=[CH:15][CH:14]=1 |f:1.2|. Reported procedure: The general method of procedure B was followed with 2-butanesulfonamide (6.85 g), sodium methoxide (2.7 g), methanol (250 ml), and 4-fluorophenyl isocyanate (6.8 g) except 1N HCl was added to provide the free urea. The solid was recrystallized from benzene to provide 5.2 g of white powder with a melting point of 136-138° C. Starting materials: ClC1=C(C=CC(=C1)OC1=CC=C(C=C1)Cl)C(CN1N=CN=C1)(C(C)C)O (2-[2-chloro-4-(4-chlorophenoxy)phenyl]-3-methyl-1-(1,2,4-triazol-1-yl)butan-2-ol), [H-].[Na+] (sodium hydride), [H-].[Na+] (sodium hydride), C(C)I (ethyliodide), C(C)I (ethyliodide), [Cl-].[NH4+] (ammonium chloride). Run in C1CCOC1 (THF). Run at time 15 minute. Yields the product ClC1=C(C=CC(=C1)OC1=CC=C(C=C1)Cl)C(CN1N=CN=C1)(C(C)C)OCC (1-[2-[2-chloro-4-(4-chlorophenoxy)phenyl]-2-ethoxy-3-methyl-butyl]-1,2,4-triazole). As a reaction SMILES: [Cl:1][C:2]1[CH:7]=[C:6]([O:8][C:9]2[CH:14]=[CH:13][C:12]([Cl:15])=[CH:11][CH:10]=2)[CH:5]=[CH:4][C:3]=1[C:16]([OH:26])([CH:23]([CH3:25])[CH3:24])[CH2:17][N:18]1[CH:22]=[N:21][CH:20]=[N:19]1.[H-].[Na+].[CH2:29](I)[CH3:30].[Cl-].[NH4+]>C1COCC1>[Cl:1][C:2]1[CH:7]=[C:6]([O:8][C:9]2[CH:10]=[CH:11][C:12]([Cl:15])=[CH:13][CH:14]=2)[CH:5]=[CH:4][C:3]=1[C:16]([O:26][CH2:29][CH3:30])([CH:23]([CH3:24])[CH3:25])[CH2:17][N:18]1[CH:22]=[N:21][CH:20]=[N:19]1 |f:1.2,4.5|. Procedure: To a solution of 2-[2-chloro-4-(4-chlorophenoxy)phenyl]-3-methyl-1-(1,2,4-triazol-1-yl)butan-2-ol (2.0 g, 10 mmol) in 50 mL of THF was added sodium hydride (350 mg) at room temperature. The reaction mixture was then stirred for 15 min followed by the addition of ethyliodide (2.39 g, 20 mmol) and stirred at 70° C. for 2 days. After another addition of sodium hydride (350 mg) and ethyliodide (2.39 g, 20 mmol), the mixture was stirred at 70° C. for 1 day more. An aq. solution of ammonium chloride w...